Task: describe an organic reaction: reactants, conditions, products, and yield. Dataset: the Open Reaction Database (ORD), a public repository of structured organic reaction records Reactants: N#CCCN, O=C([O-])[O-], O=C(O)C1=CC(CF)(CF)Oc2ccc(C(F)(F)F)cc21, [K+], [K+], C1CCOC1. The product is N#CCCNC(=O)C1=CC(CF)(CF)Oc2ccc(C(F)(F)F)cc21. Reaction SMILES: [C:22](#[N:23])[CH2:24][CH2:25][NH2:26].[C:27](=[O:28])([O-:29])[O-:30].[F:1][CH2:2][C:3]1([CH2:20][F:21])[O:4][c:5]2[c:6]([cH:12][c:13]([C:16]([F:17])([F:18])[F:19])[cH:14][cH:15]2)[C:7]([C:9](=[O:10])[OH:11])=[CH:8]1.[K+:31].[K+:32].[O:33]1[CH2:34][CH2:35][CH2:36][CH2:37]1>>[F:1][CH2:2][C:3]1([CH2:20][F:21])[O:4][c:5]2[c:6]([cH:12][c:13]([C:16]([F:17])([F:18])[F:19])[cH:14][cH:15]2)[C:7]([C:9](=[O:10])[NH:26][CH2:25][CH2:24][C:22]#[N:23])=[CH:8]1. The reactants are C(C1=CC=CC=C1)C#N (Benzyl cyanide), CO (methanol), Cl (HCl). Solvent: C1(=CC=CC=C1)C (toluene). Yields the product Cl.C1(=CC=CC=C1)CC(OC)=N (methyl phenylacetimidate hydrochloride). Yield: 88.3%. RXN SMILES: [CH2:1]([C:8]#[N:9])[C:2]1[CH:7]=[CH:6][CH:5]=[CH:4][CH:3]=1.[CH3:10][OH:11].[ClH:12]>C1(C)C=CC=CC=1>[ClH:12].[C:2]1([CH2:1][C:8](=[NH:9])[O:11][CH3:10])[CH:7]=[CH:6][CH:5]=[CH:4][CH:3]=1 |f:4.5|. Reported procedure: The same equipment as described in Example 3 was used. Benzyl cyanide (38.0 grams; 0.325 mole) was mixed with absolute methanol (10.3 grams; 0.322 mole) and toluene (195 ml). With cooling and agitation HCl gas (16 grams; 0.44 mole) was introduced from a weighed cylinder and the mixture was maintained under the same conditions overnight (26 hours). The resulting white slurry was filtered cold and the solid methyl phenylacetimidate hydrochloride (52.8 grams; 88.4% yield) was collected and a portio... The reactants are CCOc1c(CC(C)NCC(O[Si](C)(C)C(C)(C)C)c2ccc3c(c2)COC(C)(C)O3)cccc1C12CC3CC(CC(C3)C1)C2, CCCC[N+](CCCC)(CCCC)CCCC, C1CCOC1, [F-], O, O, O. Product: CCOc1c(CC(C)NCC(O)c2ccc3c(c2)COC(C)(C)O3)cccc1C12CC3CC(CC(C3)C1)C2. RXN SMILES: [C:1]([Si:2]([CH3:3])([CH3:4])[O:6][CH:7]([CH2:8][NH:9][CH:10]([CH2:11][c:12]1[c:13]([O:28][CH2:29][CH3:30])[c:14]([C:18]23[CH2:19][CH:20]4[CH2:21][CH:22]([CH2:23][CH:24]([CH2:25]2)[CH2:26]4)[CH2:27]3)[cH:15][cH:16][cH:17]1)[CH3:31])[c:32]1[cH:33][c:34]2[c:35]([cH:42][cH:43]1)[O:36][C:37]([CH3:40])([CH3:41])[O:38][CH2:39]2)([CH3:5])([CH3:44])[CH3:45].[CH2:50]([N+:51]([CH2:52][CH2:53][CH2:54][CH3:55])([CH2:56][CH2:57][CH2:58][CH3:59])[CH2:60][CH2:61][CH2:62][CH3:63])[CH2:64][CH2:65][CH3:66].[CH2:67]1[O:68][CH2:69][CH2:70][CH2:71]1.[F-:49].[OH2:46].[OH2:47].[OH2:48]>>[OH:6][CH:7]([CH2:8][NH:9][CH:10]([CH2:11][c:12]1[c:13]([O:28][CH2:29][CH3:30])[c:14]([C:18]23[CH2:19][CH:20]4[CH2:21][CH:22]([CH2:23][CH:24]([CH2:25]2)[CH2:26]4)[CH2:27]3)[cH:15][cH:16][cH:17]1)[CH3:31])[c:32]1[cH:33][c:34]2[c:35]([cH:42][cH:43]1)[O:36][C:37]([CH3:40])([CH3:41])[O:38][CH2:39]2. Starting materials: Cl.CN(CCCN=C=NCC)C (N-[3-(dimethylamino)propyl]-N′-ethylcarbodiimide hydrochloride), C(C1=CC=CC=C1)OC=1C=CC=C2C=C(NC12)C(=O)O (7-(benzyloxy)-1H-indole-2-carboxylic acid), Cl.C(C1=CC=CC=C1)(C1=CC=CC=C1)(C1=CC=CC=C1)SCCN (2-(tritylthio)ethylamine hydrochloride), N1(N=NC2=C1C=CC=C2)O (1H-1,2,3-benzotriazol-1-ol). Run in O (Water), CN(C=O)C (N,N-dimethylformamide), C(C)N(CC)CC (triethylamine). Run at time 8 hour. Yields the product C(C1=CC=CC=C1)OC=1C=CC=C2C=C(NC12)C(=O)NCCSC(C1=CC=CC=C1)(C1=CC=CC=C1)C1=CC=CC=C1 (7-(Benzyloxy)-N-[2-(tritylthio)ethyl]-1H-indole-2-carboxamide). Yield: 94.0%. As a reaction SMILES: [CH2:1]([O:8][C:9]1[CH:10]=[CH:11][CH:12]=[C:13]2[C:17]=1[NH:16][C:15]([C:18]([OH:20])=O)=[CH:14]2)[C:2]1[CH:7]=[CH:6][CH:5]=[CH:4][CH:3]=1.Cl.[C:22]([S:41][CH2:42][CH2:43][NH2:44])([C:35]1[CH:40]=[CH:39][CH:38]=[CH:37][CH:36]=1)([C:29]1[CH:34]=[CH:33][CH:32]=[CH:31][CH:30]=1)[C:23]1[CH:28]=[CH:27][CH:26]=[CH:25][CH:24]=1.N1(O)C2C=CC=CC=2N=N1.Cl.CN(C)CCCN=C=NCC>O.CN(C)C=O.C(N(CC)CC)C>[CH2:1]([O:8][C:9]1[CH:10]=[CH:11][CH:12]=[C:13]2[C:17]=1[NH:16][C:15]([C:18]([NH:44][CH2:43][CH2:42][S:41][C:22]([C:29]1[CH:34]=[CH:33][CH:32]=[CH:31][CH:30]=1)([C:23]1[CH:24]=[CH:25][CH:26]=[CH:27][CH:28]=1)[C:35]1[CH:40]=[CH:39][CH:38]=[CH:37][CH:36]=1)=[O:20])=[CH:14]2)[C:2]1[CH:3]=[CH:4][CH:5]=[CH:6][CH:7]=1 |f:1.2,4.5|. Reported procedure: To a mixture of 7-(benzyloxy)-1H-indole-2-carboxylic acid (0.80 g), 2-(tritylthio)ethylamine hydrochloride (1.07 g), 1H-1,2,3-benzotriazol-1-ol (0.49 g), triethylamine (0.50 mL) and N,N-dimethylformamide (15 mL) was added N-[3-(dimethylamino)propyl]-N′-ethylcarbodiimide hydrochloride (0.69 g) at 0° C., and the mixture was stirred at room temperature overnight. Water was added to the reaction mixture, and the mixture was extracted with ethyl acetate. The ethyl acetate layer was washed with satura... The reactants are C(=O)(OC(C)(C)C)N1[C@H](CCC[C@@H]1C=O)C (trans-N-Boc-2-Methyl-6-Piperidinecarboxaldehyde), [Li]CCCC (n-BuLi), CCOC(=O)C.CCCCCC (EtOAc hexane). Reagents/catalysts: [Br-].C(C)[P+](C1=CC=CC=C1)(C1=CC=CC=C1)C1=CC=CC=C1 (ethyltriphenylphosphonium bromide). Run in C1CCOC1 (THF), O (water), C1CCOC1 (THF). Run at temperature -30 celsius, time 30 minute. Product: C(=O)(OC(C)(C)C)N1[C@H](CCC[C@@H]1C=CC)C (trans-N-Boc-2-methyl-6-(1-propenyl)piperidine). Isolated yield 99.8%. RXN SMILES: [Li][CH2:2][CH2:3]CC.[C:6]([N:13]1[C@@H:18]([CH:19]=O)[CH2:17][CH2:16][CH2:15][C@@H:14]1[CH3:21])([O:8][C:9]([CH3:12])([CH3:11])[CH3:10])=[O:7].CCOC(C)=O.CCCCCC>[Br-].C([P+](C1C=CC=CC=1)(C1C=CC=CC=1)C1C=CC=CC=1)C.C1COCC1.O>[C:6]([N:13]1[C@@H:18]([CH:19]=[CH:2][CH3:3])[CH2:17][CH2:16][CH2:15][C@@H:14]1[CH3:21])([O:8][C:9]([CH3:12])([CH3:11])[CH3:10])=[O:7] |f:2.3,4.5|. Reported procedure: A suspension of ethyltriphenylphosphonium bromide (4.92 g, 13.25 mmol) in 27 mL of THF was cooled to −30° C. and treated with n-BuLi (5.41 mL, 13.25 mmol) dropwise. The deep red solution was slowly warmed to 0° C., stirred for 30 min, and then cooled to −78° C. The ylide was treated with a solution of trans-N-Boc-2-Methyl-6-Piperidinecarboxaldehyde (2.00 g, 9.46 mmol) in 3 mL of THF, and the mixture was slowly warmed to room temperature. The mixture was diluted with water, and the organic layer ... Reactants: COC1=CC=C(C=C1)CC1=NOC(=N1)CCC(=O)OC (Methyl 3-[3-(4-methoxyphenyl)methyl-1,2,4-oxadiazol-5-yl]propionate), [OH-].[Na+] (Sodium hydroxide). Solvent: C(C)O (ethanol), O (water). Conditions: time 1 hour. Product: COC1=CC=C(C=C1)CC1=NOC(=N1)CCC(=O)O (3-[3-(4-Methoxyphenyl)methyl-1,2,4-oxadiazol-5-yl]propanoic acid). RXN SMILES: [CH3:1][O:2][C:3]1[CH:8]=[CH:7][C:6]([CH2:9][C:10]2[N:14]=[C:13]([CH2:15][CH2:16][C:17]([O:19]C)=[O:18])[O:12][N:11]=2)=[CH:5][CH:4]=1.[OH-].[Na+]>C(O)C.O>[CH3:1][O:2][C:3]1[CH:4]=[CH:5][C:6]([CH2:9][C:10]2[N:14]=[C:13]([CH2:15][CH2:16][C:17]([OH:19])=[O:18])[O:12][N:11]=2)=[CH:7][CH:8]=1 |f:1.2|. Procedure: Methyl 3-[3-(4-methoxyphenyl)methyl-1,2,4-oxadiazol-5-yl]propionate (2.4 g) was dissolved in a mixed solvent of ethanol (20 ml) and water (10 ml). Sodium hydroxide (3 g) was added to the reaction mixture, which was stirred at room temperature for one hour. The reaction mixture was concentrated. 2N hydrochloric acid was added to the residue to become acidic, which was extracted with ethyl acetate. The extract was washed with water, then dried and concentrated. The residue was recrystallized from ... Starting materials: OC1=C(C(=CC(=C1CCC)OCOC)OCOC)C(CCC1=CC=C(C=C1)OCOC)=O (1-[2-hydroxy-4,6-bis(methoxymethoxy)-3-n-propylphenyl]-3-(4-methoxymethoxyphenyl)-1-propanone), Cl.CO (hydrochloric acid methanol). Run in CO (methanol). Product: OC1=CC=C(C=C1)CCC(=O)C1=C(C(=C(C=C1O)O)CCC)O (3-(4-hydroxyphenyl)-1-(2,4,6-trihydroxy-3-n-propylphenyl)-1-propanone). Isolated yield 69.2%. RXN SMILES: [OH:1][C:2]1[C:7]([CH2:8][CH2:9][CH3:10])=[C:6]([O:11]COC)[CH:5]=[C:4]([O:15]COC)[C:3]=1[C:19](=[O:32])[CH2:20][CH2:21][C:22]1[CH:27]=[CH:26][C:25]([O:28]COC)=[CH:24][CH:23]=1.Cl.CO>CO>[OH:28][C:25]1[CH:24]=[CH:23][C:22]([CH2:21][CH2:20][C:19]([C:3]2[C:4]([OH:15])=[CH:5][C:6]([OH:11])=[C:7]([CH2:8][CH2:9][CH3:10])[C:2]=2[OH:1])=[O:32])=[CH:27][CH:26]=1 |f:1.2|. Reported procedure: Then, 20.9 g of 1-[2-hydroxy-4,6-bis(methoxymethoxy)-3-n-propylphenyl]-3-(4-methoxymethoxyphenyl)-1-propanone was dissolved in 40 ml of methanol, and 20 ml of a 5-15% hydrochloric acid/methanol reagent was added to the solution and the mixture was heated and refluxed for 2 hours. The temperature was lowered to room temperature, 200 ml of a saturated aqueous solution of sodium bicarbonate, and the mixture was extracted with ethyl acetate. The solvent was removed from the ethyl acetate layer by di... Starting materials: CCc1[nH]c2ncccc2c1CC(=O)OC, FC(F)(F)c1ccc(CBr)cc1, CN(C)C=O, O. Product: CCc1c(CC(=O)OC)c2cccnc2n1Cc1ccc(C(F)(F)F)cc1. As a reaction SMILES: [CH3:1][O:2][C:3]([CH2:4][c:5]1[c:6]([CH2:14][CH3:15])[nH:7][c:8]2[n:9][cH:10][cH:11][cH:12][c:13]12)=[O:16].[F:17][C:18]([c:19]1[cH:20][cH:21][c:22]([CH2:23][Br:24])[cH:25][cH:26]1)([F:27])[F:28].[O:30]=[CH:31][N:32]([CH3:33])[CH3:34].[OH2:29]>>[CH3:1][O:2][C:3]([CH2:4][c:5]1[c:6]([CH2:14][CH3:15])[n:7]([CH2:23][c:22]2[cH:21][cH:20][c:19]([C:18]([F:17])([F:27])[F:28])[cH:26][cH:25]2)[c:8]2[n:9][cH:10][cH:11][cH:12][c:13]12)=[O:16]. Reactants: C(C)(=O)OCBr (Bromomethyl acetate), CCOCC (Et2O), C(C1=CC=CC=C1)ON1N=NC2=C1C=C(C=C2)C(=O)N[C@@H](C[C@H](C(=O)O)O)CC2=CC=C(C=C2)C2=CC(=CC=C2)Cl ((2R,4R)-4-[(3-benzyloxy-3H-benzotriazole-5-carbonyl)amino]-5-(3′-chlorobiphenyl-4-yl)-2-hydroxypentanoic acid), CC(=O)C (acetone), C1CCOC1 (THF). The solvent is CC(=O)O (AcOH), [Pd] (Pd/C). Run at temperature 45 celsius, time 1 hour. Product: C(C)(=O)OCOC([C@@H](C[C@@H](CC1=CC=C(C=C1)C1=CC(=CC=C1)Cl)NC(=O)C1=CC2=C(N=NN2O)C=C1)O)=O ((2R,4R)-5-(3′-Chlorobiphenyl-4-yl)-2-hydroxy-4-[(3-hydroxy-3H-benzotriazole-5-carbonyl)amino]pentanoic Acid Acetoxymethyl Ester). Isolated yield 34.4%. RXN SMILES: [C:1]([O:4][CH2:5]Br)(=[O:3])[CH3:2].CCOCC.C([O:19][N:20]1[C:24]2[CH:25]=[C:26]([C:29]([NH:31][C@H:32]([CH2:39][C:40]3[CH:45]=[CH:44][C:43]([C:46]4[CH:51]=[CH:50][CH:49]=[C:48]([Cl:52])[CH:47]=4)=[CH:42][CH:41]=3)[CH2:33][C@@H:34]([OH:38])[C:35]([OH:37])=[O:36])=[O:30])[CH:27]=[CH:28][C:23]=2[N:22]=[N:21]1)C1C=CC=CC=1.CC(C)=O.C1COCC1>[Pd].CC(O)=O>[C:1]([O:4][CH2:5][O:37][C:35](=[O:36])[C@H:34]([OH:38])[CH2:33][C@H:32]([NH:31][C:29]([C:26]1[CH:27]=[CH:28][C:23]2[N:22]=[N:21][N:20]([OH:19])[C:24]=2[CH:25]=1)=[O:30])[CH2:39][C:40]1[CH:45]=[CH:44][C:43]([C:46]2[CH:51]=[CH:50][CH:49]=[C:48]([Cl:52])[CH:47]=2)=[CH:42][CH:41]=1)(=[O:3])[CH3:2]. Procedure details: Bromomethyl acetate (6.7 μL, 68.3 μmol) and Et2O (11.7 μL, 84 μmol) were added to a solution of (2R,4R)-4-[(3-benzyloxy-3H-benzotriazole-5-carbonyl)amino]-5-(3′-chlorobiphenyl-4-yl)-2-hydroxypentanoic acid (30.0 mg, 52.5 μmol) in acetone (1.0 mL, 13.6 mmol) and the resulting mixture was stirred at 45° C. for 1 hour. A drop of AcOH was added to neutralize the reaction and the mixture was concentrated to yield a clear yellow liquid. The crude liquid was purified (C18 column chromatography, 55 g co... The reactants are CCC(NC(=O)c1cncc2c1cnn2-c1ccc(F)cc1)C(=O)NC(C(=O)OC)C(C)OC(c1ccccc1)(c1ccccc1)c1ccccc1, ClCCl, Cl. Product: CCC(NC(=O)c1cncc2c1cnn2-c1ccc(F)cc1)C(=O)NC(C(=O)OC)C(C)O. RXN SMILES: [CH3:1][O:2][C:3]([CH:4]([CH:5]([CH3:6])[O:7][C:8]([c:9]1[cH:10][cH:11][cH:12][cH:13][cH:14]1)([c:15]1[cH:16][cH:17][cH:18][cH:19][cH:20]1)[c:21]1[cH:22][cH:23][cH:24][cH:25][cH:26]1)[NH:27][C:28]([CH:29]([CH2:30][CH3:31])[NH:32][C:33](=[O:34])[c:35]1[c:36]2[c:37]([cH:38][n:39][cH:40]1)[n:41](-[c:44]1[cH:45][cH:46][c:47]([F:50])[cH:48][cH:49]1)[n:42][cH:43]2)=[O:51])=[O:52].[Cl:54][CH2:55][Cl:56].[ClH:53]>>[CH3:1][O:2][C:3]([CH:4]([CH:5]([CH3:6])[OH:7])[NH:27][C:28]([CH:29]([CH2:30][CH3:31])[NH:32][C:33](=[O:34])[c:35]1[c:36]2[c:37]([cH:38][n:39][cH:40]1)[n:41](-[c:44]1[cH:45][cH:46][c:47]([F:50])[cH:48][cH:49]1)[n:42][cH:43]2)=[O:51])=[O:52].